From a dataset of the Open Reaction Database (ORD), a public repository of structured organic reaction records. describe an organic reaction: reactants, conditions, products, and yield Reactants: COC1=C(C=O)C=C(C(=C1)OCCOCCOC)C=1SC=CC1 (2-methoxy-4-[2-(2-methoxy-ethoxy)-ethoxy]-5-thiophen-2-yl-benzaldehyde), C(C)(=O)C1=CC=C(C(=O)O)C=C1 (4-acetylbenzoic acid). The product is COC1=C(C=C(C(=C1)OCCOCCOC)C=1SC=CC1)/C=C/C(=O)C1=CC=C(C(=O)O)C=C1 (4-(3E-{2-Methoxy-4-[2-(2-methoxy-ethoxy)-ethoxy]-5-thiophen-2-yl-phenyl}-acryloyl)-benzoic acid). The yield is 61.0%. As a reaction SMILES: [CH3:1][O:2][C:3]1[CH:10]=[C:9]([O:11][CH2:12][CH2:13][O:14][CH2:15][CH2:16][O:17][CH3:18])[C:8]([C:19]2[S:20][CH:21]=[CH:22][CH:23]=2)=[CH:7][C:4]=1[CH:5]=O.[C:24]([C:27]1[CH:35]=[CH:34][C:30]([C:31]([OH:33])=[O:32])=[CH:29][CH:28]=1)(=[O:26])[CH3:25]>>[CH3:1][O:2][C:3]1[CH:10]=[C:9]([O:11][CH2:12][CH2:13][O:14][CH2:15][CH2:16][O:17][CH3:18])[C:8]([C:19]2[S:20][CH:21]=[CH:22][CH:23]=2)=[CH:7][C:4]=1/[CH:5]=[CH:25]/[C:24]([C:27]1[CH:35]=[CH:34][C:30]([C:31]([OH:33])=[O:32])=[CH:29][CH:28]=1)=[O:26]. Reported procedure: The title compound was prepared by condensing 2-methoxy-4-[2-(2-methoxy-ethoxy)-ethoxy]-5-thiophen-2-yl-benzaldehyde (Ex-49A) and 4-acetylbenzoic acid in a similar manner as described in Ex-3. Yellow solid, mp 174–175° C., 61% yield. 1H-NMR (300 MHz, DMSO-d6) δ 8.28 (s, 1H), 8.23 (d, 2H, J=8.1 Hz), 8.05–8.11 (m, 3H), 7.91 (d, 1H, J=15.3 Hz), 7.72 (d, 1H, J=2.7 Hz), 7.52 (d, 1H, J=4.2 Hz), 7.11–7.15 (m, 1H), 6.86 (s, 1H), 4.39 (t, 2H, J=3.9 Hz), 3.99 (s, 3H), 3.89 (t, 2H, J=3.9 Hz), 3.64 (t, 2H, ...